From a dataset of the Open Reaction Database (ORD), a public repository of structured organic reaction records. describe an organic reaction: reactants, conditions, products, and yield Starting materials: COC(CC[C@@H](C)[C@H]1CC=C2C=3CC[C@H]4C([C@H](CC[C@]4(C)C3CC[C@]12C)O[Si](C)(C)C(C)(C)C)(C)C)=O (3β-tert-Butyldimethylsilyloxy-4,4-dimethyl-5α-chola-8,14-dien-24-oic acid methyl ester), [H-].[Al+3].[Li+].[H-].[H-].[H-] (lithium aluminium hydride). The solvent is C1CCOC1 (THF). The product is [Si](C)(C)(C(C)(C)C)O[C@@H]1C([C@@H]2CCC=3C4=CC[C@H]([C@@H](CCCO)C)[C@]4(CCC3[C@]2(CC1)C)C)(C)C (3β-tert-butyldimethylsilyloxy-4,4-dimethyl-5α-chola-8,14-dien-24-ol). Yield: 91.4%. Reaction SMILES: C[O:2][C:3](=O)[CH2:4][CH2:5][C@H:6]([C@@H:8]1[C@:25]2([CH3:26])[C:11]([C:12]3[CH2:13][CH2:14][C@@H:15]4[C@:20]([C:22]=3[CH2:23][CH2:24]2)([CH3:21])[CH2:19][CH2:18][C@H:17]([O:27][Si:28]([C:31]([CH3:34])([CH3:33])[CH3:32])([CH3:30])[CH3:29])[C:16]4([CH3:36])[CH3:35])=[CH:10][CH2:9]1)[CH3:7].[H-].[Al+3].[Li+].[H-].[H-].[H-]>C1COCC1>[Si:28]([O:27][C@H:17]1[CH2:18][CH2:19][C@@:20]2([CH3:21])[C@@H:15]([CH2:14][CH2:13][C:12]3[C:11]4[C@:25]([CH3:26])([CH2:24][CH2:23][C:22]=32)[C@@H:8]([C@H:6]([CH3:7])[CH2:5][CH2:4][CH2:3][OH:2])[CH2:9][CH:10]=4)[C:16]1([CH3:35])[CH3:36])([C:31]([CH3:34])([CH3:32])[CH3:33])([CH3:30])[CH3:29] |f:1.2.3.4.5.6|. Procedure: 3β-tert-Butyldimethylsilyloxy-4,4-dimethyl-5α-chola-8,14-dien-24-oic acid methyl ester (5.29 g) is reduced with lithium aluminium hydride (1.75 g) in 300 ml of THF at room temperature. After aqueous work-up and crystallisation from ethanol/water, 4.58 g of 3β-tert-butyldimethylsilyloxy-4,4-dimethyl-5α-chola-8,14-dien-24-ol is isolated. Reactants: C1(=CC=C(C=C1)S(=O)(=O)O)C.NN1C(=NCC1)SC (1-Amino-2-methylthio-2-imidazoline p-toluenesulfonate), NN (hydrazine), C(C)(C)O (Isopropyl alcohol). The solvent is C(C)O (ethanol). Reaction conditions: temperature 25 celsius. Product: C1(=CC=C(C=C1)S(=O)(=O)O)C.NN1C(=NCC1)NN (1-amino-2-hydrazino-2-imidazoline p-toluenesulfonate). Reaction SMILES: [C:1]1([CH3:11])[CH:6]=[CH:5][C:4]([S:7]([OH:10])(=[O:9])=[O:8])=[CH:3][CH:2]=1.[NH2:12][N:13]1[CH2:17][CH2:16][N:15]=[C:14]1SC.[NH2:20][NH2:21].C(O)(C)C>C(O)C>[C:1]1([CH3:11])[CH:2]=[CH:3][C:4]([S:7]([OH:10])(=[O:8])=[O:9])=[CH:5][CH:6]=1.[NH2:12][N:13]1[CH2:17][CH2:16][N:15]=[C:14]1[NH:20][NH2:21] |f:0.1,5.6|. Procedure: 1-Amino-2-methylthio-2-imidazoline p-toluenesulfonate (2.123 g) in ethanol (4 ml) was treated with hydrazine (0.67 ml) and stirred at 25° C. for hours. Isopropyl alcohol (6 ml) was added and after stirring for 10 min the crystalline precipitate was filtered out and washed with isopropyl alcohol to give 1.55 g of 1-amino-2-hydrazino-2-imidazoline p-toluenesulfonate, melting point 168°-169° C. The reactants are CS(=O)(=O)Nc1cccc(OCC#N)c1, Cc1c(N)cccc1OCC#N, N#CCOc1cccc(N)c1. Yields the product Cc1c(NS(C)(=O)=O)cccc1OCC#N. Reaction SMILES: [C:13]([CH2:14][O:15][c:16]1[cH:17][c:18]([NH:19][S:24](=[O:25])(=[O:26])[CH3:27])[cH:20][cH:21][cH:22]1)#[N:23].[CH3:1][c:2]1[c:3]([O:4][CH2:5][C:6]#[N:7])[cH:8][cH:9][cH:10][c:11]1[NH2:12].[NH2:28][c:29]1[cH:30][c:31]([O:35][CH2:36][C:37]#[N:38])[cH:32][cH:33][cH:34]1>>[CH3:1][c:2]1[c:3]([O:4][CH2:5][C:6]#[N:7])[cH:8][cH:9][cH:10][c:11]1[NH:12][S:24](=[O:25])(=[O:26])[CH3:27]. Reactants: COC(C(C)(C)Br)=O (2-bromo-2-methyl-propionoic acid methyl ester), CN1C2=NC(=NC(=C2N=C1CC1CCNCC1)N1CCOCC1)N1C(=NC2=C1C=CC=C2)C (4-(9-methyl-2-(2-methyl-1H-benzo[d]imidazol-1-yl)-8-(piperidin-4-ylmethyl)-9H-purin-6-yl)morpholine). Product: CC(C(=O)OC)(C)N1CCC(CC1)CC=1N(C2=NC(=NC(=C2N1)N1CCOCC1)N1C(=NC2=C1C=CC=C2)C)C (methyl 2-methyl-2-(4-((9-methyl-2-(2-methyl-1H-benzo[d]imidazol-1-yl)-6-morpholino-9H-purin-8-yl)methyl)piperidin-1-yl)propanoate). As a reaction SMILES: [CH3:1][O:2][C:3](=[O:8])[C:4](Br)([CH3:6])[CH3:5].[CH3:9][N:10]1[C:18]([CH2:19][CH:20]2[CH2:25][CH2:24][NH:23][CH2:22][CH2:21]2)=[N:17][C:16]2[C:11]1=[N:12][C:13]([N:32]1[C:36]3[CH:37]=[CH:38][CH:39]=[CH:40][C:35]=3[N:34]=[C:33]1[CH3:41])=[N:14][C:15]=2[N:26]1[CH2:31][CH2:30][O:29][CH2:28][CH2:27]1>>[CH3:5][C:4]([N:23]1[CH2:22][CH2:21][CH:20]([CH2:19][C:18]2[N:10]([CH3:9])[C:11]3[C:16]([N:17]=2)=[C:15]([N:26]2[CH2:31][CH2:30][O:29][CH2:28][CH2:27]2)[N:14]=[C:13]([N:32]2[C:36]4[CH:37]=[CH:38][CH:39]=[CH:40][C:35]=4[N:34]=[C:33]2[CH3:41])[N:12]=3)[CH2:25][CH2:24]1)([CH3:6])[C:3]([O:2][CH3:1])=[O:8]. Procedure: Following General Procedure C, 2-bromo-2-methyl-propionoic acid methyl ester and 4-(9-methyl-2-(2-methyl-1H-benzo[d]imidazol-1-yl)-8-(piperidin-4-ylmethyl)-9H-purin-6-yl)morpholine were reacted to give 507. LCMS m/z: 274.2 (2M+H) Reactants: Cl.CN(CCCN=C=NCC)C (1-(3-Dimethylaminopropyl)-3-ethylcarbodiimide hydrochloride), C(C)OC(=O)C1C(CCC1)NN(C1CCC1)CC=C (2-(N′-Allyl-N′-cyclobutyl-hydrazino)-cyclopentanecarboxylic acid ethyl ester), CS(=O)(=O)NC1=CC2=C(NC(=NS2(=O)=O)CC(=O)O)C=C1 ((7-Methanesulfonylamino-1,1-dioxo-1,4-dihydro-1λ6-benzo[1,2,4]thiadiazin-3-yl)-acetic acid), CN1CCOCC1 (N-methylmorpholine), [O-]CC.[Na+] (sodium ethoxide). Run in C(C)O (ethanol), CN(C=O)C (N,N-dimethylformamide), C(C)O (ethanol). The product is C(C=C)N(N1C(C(=C([C@@H]2CCC[C@H]12)O)C1=NS(C2=C(N1)C=CC(=C2)NS(=O)(=O)C)(=O)=O)=O)C2CCC2 (cis-N-{3-[1-(allyl-cyclobutyl-amino)-4-hydroxy-2-oxo-2,4a,5,6,7,7a-hexahydro-1H-[1]pyrindin-3-yl]-1,1-dioxo-1,4-dihydro-1λ6-benzo[1,2,4]thiadiazin-7-yl}-methanesulfonamide). Isolated yield 12.8%. RXN SMILES: C(O[C:4]([CH:6]1[CH2:10][CH2:9][CH2:8][CH:7]1[NH:11][N:12]([CH2:17][CH:18]=[CH2:19])[CH:13]1[CH2:16][CH2:15][CH2:14]1)=[O:5])C.[CH3:20][S:21]([NH:24][C:25]1[CH:40]=[CH:39][C:28]2[NH:29][C:30]([CH2:35][C:36](O)=[O:37])=[N:31][S:32](=[O:34])(=[O:33])[C:27]=2[CH:26]=1)(=[O:23])=[O:22].CN1CCOCC1.Cl.CN(C)CCCN=C=NCC.[O-]CC.[Na+]>CN(C)C=O.C(O)C>[CH2:17]([N:12]([CH:13]1[CH2:14][CH2:15][CH2:16]1)[N:11]1[C@@H:7]2[C@@H:6]([CH2:10][CH2:9][CH2:8]2)[C:4]([OH:5])=[C:35]([C:30]2[NH:29][C:28]3[CH:39]=[CH:40][C:25]([NH:24][S:21]([CH3:20])(=[O:23])=[O:22])=[CH:26][C:27]=3[S:32](=[O:33])(=[O:34])[N:31]=2)[C:36]1=[O:37])[CH:18]=[CH2:19] |f:3.4,5.6|. Reported procedure: 2-(N′-Allyl-N′-cyclobutyl-hydrazino)-cyclopentanecarboxylic acid ethyl ester (333 mg, 1.25 mmol) was dissolved in anhydrous N,N-dimethylformamide (10 mL). (7-Methanesulfonylamino-1,1-dioxo-1,4-dihydro-1λ6-benzo[1,2,4]thiadiazin-3-yl)-acetic acid (416 mg, 1.25 mmol) was added followed by N-methylmorpholine (0.29 mL, 2.62 mmol). The mixture was stirred until everything dissolved, approximately 5 min. 1-(3-Dimethylaminopropyl)-3-ethylcarbodiimide hydrochloride (251 mg, 1.31 mmol) was added and the ... As a reaction SMILES: [CH3:27][N:28]1[CH2:29][CH2:30][CH2:31][C:32]1=[O:33].[Cl:20][c:21]1[n:22][cH:23][cH:24][cH:25][n:26]1.[NH2:1][c:2]1[n:3][nH:4][c:5]2[c:6]1[n:7][n:8](-[c:12]1[cH:13][cH:14][c:15]([O:18][CH3:19])[cH:16][cH:17]1)[c:9](=[O:11])[cH:10]2>>[NH:1]([c:2]1[n:3][nH:4][c:5]2[c:6]1[n:7][n:8](-[c:12]1[cH:13][cH:14][c:15]([O:18][CH3:19])[cH:16][cH:17]1)[c:9](=[O:11])[cH:10]2)[c:21]1[n:22][cH:23][cH:24][cH:25][n:26]1. The reactants are CN1CCCC1=O, Clc1ncccn1, COc1ccc(-n2nc3c(N)n[nH]c3cc2=O)cc1. Yields the product COc1ccc(-n2nc3c(Nc4ncccn4)n[nH]c3cc2=O)cc1. The reactants are ClC1=CC=C(C=O)C=C1 (p-Chlorobenzaldehyde), ClC=1C=C(CC(CCC(=O)O)(C(C)=O)C2=CC=CC=C2)C=CC1Cl (4-(3,4-dichlorobenzyl)-4-phenyl-5-oxohexanoic acid), [OH-].[Na+] (sodium hydroxide). Run in C(C)O (ethanol), O (water), O (water). Product: ClC=1C=C(CC(CCC(=O)O)(C(C=CC2=CC=C(C=C2)Cl)=O)C2=CC=CC=C2)C=CC1Cl (4-(3,4-Dichlorobenzyl)-4-phenyl-5-oxo-7-(p-chlorophenyl)-6-heptenoic Acid). RXN SMILES: [Cl:1][C:2]1[CH:9]=[CH:8][C:5]([CH:6]=O)=[CH:4][CH:3]=1.[Cl:10][C:11]1[CH:12]=[C:13]([CH:30]=[CH:31][C:32]=1[Cl:33])[CH2:14][C:15]([C:24]1[CH:29]=[CH:28][CH:27]=[CH:26][CH:25]=1)([C:21](=[O:23])[CH3:22])[CH2:16][CH2:17][C:18]([OH:20])=[O:19].[OH-].[Na+]>C(O)C.O>[Cl:10][C:11]1[CH:12]=[C:13]([CH:30]=[CH:31][C:32]=1[Cl:33])[CH2:14][C:15]([C:24]1[CH:29]=[CH:28][CH:27]=[CH:26][CH:25]=1)([C:21](=[O:23])[CH:22]=[CH:6][C:5]1[CH:8]=[CH:9][C:2]([Cl:1])=[CH:3][CH:4]=1)[CH2:16][CH2:17][C:18]([OH:20])=[O:19] |f:2.3|. Procedure: p-Chlorobenzaldehyde (3.5 g., 0.025 mole) in ethanol (10 ml.) is added to a solution of 4-(3,4-dichlorobenzyl)-4-phenyl-5-oxohexanoic acid (5.48 g., 0.015 mole) and sodium hydroxide (0.80 g., 0.02 mole) in water (50 ml.). The resulting mixture is heated on a steam bath for 24 hours. Then the reaction solution is cooled to room temperature, diluted with water (250 ml.), and extracted with ether to remove the excess p-chlorobenzaldehyde. The aqueous phase is then acidified with dilute hydrochloric...